Dataset: the Open Reaction Database (ORD), a public repository of structured organic reaction records. Task: describe an organic reaction: reactants, conditions, products, and yield Reactants: C(C)OC(CC1(CNC(C1)=O)C1=CC=CC=C1)=O ((3-phenyl-5-oxopyrrolidin-3-yl)acetic acid ethyl ester), [H-].[Al+3].[Li+].[H-].[H-].[H-] (lithium aluminum hydride). Solvent: O1CCCC1 (tetrahydrofuran), O1CCCC1 (tetrahydrofuran). Conditions: temperature 5 celsius, time 18 hour. Product: C1(=CC=CC=C1)C1(CNCC1)CCO (3-phenyl-3-(2-hydroxyethyl)pyrrolidine). RXN SMILES: C([O:3][C:4](=O)[CH2:5][C:6]1([C:12]2[CH:17]=[CH:16][CH:15]=[CH:14][CH:13]=2)[CH2:10][C:9](=O)[NH:8][CH2:7]1)C.[H-].[Al+3].[Li+].[H-].[H-].[H-]>O1CCCC1>[C:12]1([C:6]2([CH2:5][CH2:4][OH:3])[CH2:10][CH2:9][NH:8][CH2:7]2)[CH:13]=[CH:14][CH:15]=[CH:16][CH:17]=1 |f:1.2.3.4.5.6|. Procedure: Combine (3-phenyl-5-oxopyrrolidin-3-yl)acetic acid ethyl ester (171 g, 0.69 mol) and tetrahydrofuran (2 L). Cool to about 5° C. Slowly, add over about 15 minutes a solution of lithium aluminum hydride in tetrahydrofuran (2.24 L, 1 M, 2.24 mol). After the addition is complete heat to about 60° C. After 18 hours, cool in an ice-bath. Slowly quench by adding a saturated aqueous solution of sodium potassium tartrate (208 mL). After the quench is complete, add Na2SO4 (100 g) and celite (150 g) and st... Reactants: CC(C)(C)OC(=O)Nc1cccc(OCCCN(Cc2cccc(C(F)(F)F)c2Cl)CC(c2ccccc2)c2ccccc2)c1, CI, [H-], [Na+], CN(C)C=O, O. Product: CN(C(=O)OC(C)(C)C)c1cccc(OCCCN(Cc2cccc(C(F)(F)F)c2Cl)CC(c2ccccc2)c2ccccc2)c1. RXN SMILES: [C:1]([CH3:2])([CH3:3])([CH3:4])[O:5][C:6]([NH:7][c:8]1[cH:9][c:10]([O:14][CH2:15][CH2:16][CH2:17][N:18]([CH2:19][CH:20]([c:21]2[cH:22][cH:23][cH:24][cH:25][cH:26]2)[c:27]2[cH:28][cH:29][cH:30][cH:31][cH:32]2)[CH2:33][c:34]2[c:35]([Cl:44])[c:36]([C:40]([F:41])([F:42])[F:43])[cH:37][cH:38][cH:39]2)[cH:11][cH:12][cH:13]1)=[O:45].[CH3:48][I:49].[H-:47].[Na+:46].[O:51]=[CH:52][N:53]([CH3:54])[CH3:55].[OH2:50]>>[C:1]([CH3:2])([CH3:3])([CH3:4])[O:5][C:6]([N:7]([c:8]1[cH:9][c:10]([O:14][CH2:15][CH2:16][CH2:17][N:18]([CH2:19][CH:20]([c:21]2[cH:22][cH:23][cH:24][cH:25][cH:26]2)[c:27]2[cH:28][cH:29][cH:30][cH:31][cH:32]2)[CH2:33][c:34]2[c:35]([Cl:44])[c:36]([C:40]([F:41])([F:42])[F:43])[cH:37][cH:38][cH:39]2)[cH:11][cH:12][cH:13]1)[CH3:48])=[O:45]. Solvent: O1CCCC1 (tetrahydrofuran), CCOCC (ether). Reaction SMILES: [Cl:1][C:2]1[N:7]=[C:6]([NH2:8])[N:5]=[C:4]([NH2:9])[CH:3]=1.[CH3:10][O:11][C:12](N1C=CN=C1)=[O:13]>O1CCCC1.CCOCC>[NH2:8][C:6]1[N:5]=[C:4]([NH:9][C:12]([O:11][CH3:10])=[O:13])[CH:3]=[C:2]([Cl:1])[N:7]=1. Reported procedure: 46.3 g (0.32 mol) of 6-chloro-2,4-diamino-pyrimidine are dissolved in 1000 ml of tetrahydrofuran and treated with 57.9 g (0.517 mol) of potassium tert.butylate. The gel-like precipitate is stirred at room temperature for 1 hour. A solution of 60.5 g (0.48 mol) of 1-methoxycarbonylimidazole in 100 ml of ether is added thereto at a temperature of 10° within 90 minutes. The mixture is thereafter stirred at 25° for a further 2 hours, the solvent is then evaporated under reduced pressure and the resi... Run at time 1 hour. The product is NC1=NC(=CC(=N1)NC(=O)OC)Cl (methyl 2-amino-6-chloro-4-pyrimidinecarbamate). The reactants are potassium tert.butylate, ClC1=CC(=NC(=N1)N)N (6-chloro-2,4-diamino-pyrimidine), COC(=O)N1C=NC=C1 (1-methoxycarbonylimidazole). Reported procedure: A solution of the product from Example 217C (0.1 g, 0.257 mmol), iron powder (0.058 g, 1.03 mmol) and ammonium chloride (0.017 g, 0.310 mmol) in a methanol (5 mL), tetrahydrofuran (5 mL), and water (2 mL) solution was heated to reflux for 1.5 hours. The resultant mixture was diluted with methanol (50 mL) and filtered through a pad of celite. The filtrate was concentrated under vacuum to a volume of 10 mL, the solution diluted with water (50 mL) and extracted with ethyl acetate (2×50 mL). The com... The product is NC1=C(C=CC(=C1)OCC1=CC=CC=C1)SC1=NC(=NC(=C1)Cl)N (4-(2-Amino-4-benzyloxy-phenylsulfanyl)-6-chloro-pyrimidin-2-ylamine). The solvent is CO (methanol), CO (methanol). Yield: 43.4%. As a reaction SMILES: [CH2:1]([O:8][C:9]1[CH:14]=[CH:13][C:12]([S:15][C:16]2[CH:21]=[C:20]([Cl:22])[N:19]=[C:18]([NH2:23])[N:17]=2)=[C:11]([N+:24]([O-])=O)[CH:10]=1)[C:2]1[CH:7]=[CH:6][CH:5]=[CH:4][CH:3]=1.[Cl-].[NH4+].O1CCCC1.O>CO.[Fe]>[NH2:24][C:11]1[CH:10]=[C:9]([O:8][CH2:1][C:2]2[CH:7]=[CH:6][CH:5]=[CH:4][CH:3]=2)[CH:14]=[CH:13][C:12]=1[S:15][C:16]1[CH:21]=[C:20]([Cl:22])[N:19]=[C:18]([NH2:23])[N:17]=1 |f:1.2|. Starting materials: resultant mixture, C(C1=CC=CC=C1)OC1=CC(=C(C=C1)SC1=NC(=NC(=C1)Cl)N)[N+](=O)[O-] (4-(4-Benzyloxy-2-nitro-phenylsulfanyl)-6-chloro-pyrimidin-2-ylamine), [Cl-].[NH4+] (ammonium chloride), O1CCCC1 (tetrahydrofuran), O (water). The reagents and catalysts are [Fe] (iron). Reactants: 3, N(=[N+]=[N-])CC1CC(N(C1)[C@H](C(=O)N)CC)=O ((2S)-2-[4-(azidomethyl)-2-oxo-1-pyrrolidinyl]butanamide), C1(=CC=CC=C1)P(=CC(=O)C)(C1=CC=CC=C1)C1=CC=CC=C1 (1-(triphenylphosphoranylidene)acetone). Solvent: C1(=CC=CC=C1)C (toluene). Run at temperature 80 celsius. Yields the product CC1=CN=NN1CC1CC(N(C1)[C@H](C(=O)N)CC)=O ((2S)-2-{4-[(5-methyl-1H-1,2,3-triazol-1-yl)methyl]-2-oxo-1-pyrrolidinyl}butanamide). RXN SMILES: [N:1]([CH2:4][CH:5]1[CH2:9][N:8]([C@@H:10]([CH2:14][CH3:15])[C:11]([NH2:13])=[O:12])[C:7](=[O:16])[CH2:6]1)=[N+:2]=[N-:3].[C:17]1(P(C2C=CC=CC=2)(C2C=CC=CC=2)=CC(C)=O)[CH:22]=CC=C[CH:18]=1>C1(C)C=CC=CC=1>[CH3:22][C:17]1[N:1]([CH2:4][CH:5]2[CH2:9][N:8]([C@@H:10]([CH2:14][CH3:15])[C:11]([NH2:13])=[O:12])[C:7](=[O:16])[CH2:6]2)[N:2]=[N:3][CH:18]=1. Reported procedure: In a 50 ml 3 necked flask, fitted with magnetic stirrer and reflux condenser under inert atmosphere, 1 g (4.44 mmoles, 1 eq) of (2S)-2-[4-(azidomethyl)-2-oxo-1-pyrrolidinyl]butanamide 32 is suspended in 20 ml of toluene. 1.55 g (4.88 mmoles, 1.1 eq) of 1-(triphenylphosphoranylidene)acetone are added, and the mixture is heated up to 80° C. for 24 hours. After cooling down, the mixture is concentrated to dryness and purified by Prep LC (1 kg SiO2, CH2Cl2/MeOH/NH4OH, 94.5:5:0.5). It is suspended in... Reactants: [Na+], [Na+], [Na+], [Na+], [OH-], O, O=C([O-])c1cc(C(=O)[O-])cc(S(=O)(=O)O)c1, Cc1cccc(C(C)c2ccccc2)c1C. Yields the product O=C(O)c1cc(O)cc(C(=O)O)c1. As a reaction SMILES: [Na+:17].[Na+:18].[Na+:19].[Na+:21].[OH-:20].[OH2:38].[S:1]([OH:2])(=[O:3])(=[O:4])[c:5]1[cH:6][c:7]([C:14](=[O:15])[O-:16])[cH:8][c:9]([C:10](=[O:11])[O-:12])[cH:13]1.[c:22]1([CH:23]([c:24]2[cH:25][cH:26][cH:27][c:28]([CH3:29])[c:30]2[CH3:31])[CH3:32])[cH:33][cH:34][cH:35][cH:36][cH:37]1>>[c:5]1([OH:20])[cH:6][c:7]([C:14](=[O:15])[OH:16])[cH:8][c:9]([C:10](=[O:11])[OH:12])[cH:13]1. Starting materials: CO, Cl, O=Cc1c(F)ccc(NS(=O)(=O)c2ccc(C(F)(F)F)cc2)c1F, [K+], [OH-], N#Cc1ccnc2[nH]ccc12. The product is N#Cc1ccnc2[nH]cc(C(O)c3c(F)ccc(NS(=O)(=O)c4ccc(C(F)(F)F)cc4)c3F)c12. Reaction SMILES: [CH3:39][OH:40].[ClH:38].[F:12][c:13]1[c:14]([NH:22][S:23](=[O:24])(=[O:25])[c:26]2[cH:27][cH:28][c:29]([C:32]([F:33])([F:34])[F:35])[cH:30][cH:31]2)[cH:15][cH:16][c:17]([F:21])[c:18]1[CH:19]=[O:20].[K+:37].[OH-:36].[nH:1]1[cH:2][cH:3][c:4]2[c:5]1[n:6][cH:7][cH:8][c:9]2[C:10]#[N:11]>>[nH:1]1[cH:2][c:3]([CH:19]([c:18]2[c:13]([F:12])[c:14]([NH:22][S:23](=[O:24])(=[O:25])[c:26]3[cH:27][cH:28][c:29]([C:32]([F:33])([F:34])[F:35])[cH:30][cH:31]3)[cH:15][cH:16][c:17]2[F:21])[OH:20])[c:4]2[c:5]1[n:6][cH:7][cH:8][c:9]2[C:10]#[N:11].